describe an organic reaction: reactants, conditions, products, and yield From a dataset of the Open Reaction Database (ORD), a public repository of structured organic reaction records. Reactants: C(C)OC1=CC(=NC=C1CCCC)C (4-ethoxy-5-n-butyl-2-picoline), C(C1=CC=CC=C1)=O (benzaldehyde), C(C)(=O)OC(C)=O (acetic anhydride). Product: C(=CC1=CC=CC=C1)C1=NC=C(C(=C1)OCCC)CCCC (2-styryl-4-n-propoxy-5-n-butyl-pyridine). RXN SMILES: [CH2:1]([O:3][C:4]1[C:9]([CH2:10][CH2:11][CH2:12][CH3:13])=[CH:8][N:7]=[C:6]([CH3:14])[CH:5]=1)[CH3:2].[CH:15](=O)[C:16]1[CH:21]=[CH:20][CH:19]=[CH:18][CH:17]=1.[C:23](OC(=O)C)(=O)C>>[CH:14]([C:6]1[CH:5]=[C:4]([O:3][CH2:1][CH2:2][CH3:23])[C:9]([CH2:10][CH2:11][CH2:12][CH3:13])=[CH:8][N:7]=1)=[CH:15][C:16]1[CH:21]=[CH:20][CH:19]=[CH:18][CH:17]=1. Procedure details: 55 g of 4-ethoxy-5-n-butyl-2-picoline and 165 ml of benzaldehyde in 181 ml of acetic anhydride are heated for 16 hours under reflux. After cooling, the mixture is evaporated, and the residue is treated with 2 N sodium hydroxide solution and extracted with ether. Distillation of the ether residue in a bulb tube at a temperature of 160°-180° in a high vacuum yields 2-styryl-4-n-propoxy-5-n-butyl-pyridine. The reactants are CN1CCC(O)CC1, ClC(Cl)Cl, O=C(Cl)C(=O)c1cccs1. The product is CN1CCC(OC(=O)C(=O)c2cccs2)CC1. As a reaction SMILES: [CH3:11][N:12]1[CH2:13][CH2:14][CH:15]([OH:18])[CH2:16][CH2:17]1.[CH:19]([Cl:20])([Cl:21])[Cl:22].[O:1]=[C:2]([C:3](=[O:4])[Cl:5])[c:6]1[s:7][cH:8][cH:9][cH:10]1>>[O:1]=[C:2]([C:3](=[O:4])[O:18][CH:15]1[CH2:14][CH2:13][N:12]([CH3:11])[CH2:17][CH2:16]1)[c:6]1[s:7][cH:8][cH:9][cH:10]1. The reactants are CCOC(=O)c1n[nH]c2c(c1=O)CCCCC2, ClCCl, Cc1ccc(S(=O)(=O)Cl)cc1, c1ccncc1. Product: CCOC(=O)c1nnc2c(c1Cl)CCCCC2. Reaction SMILES: [CH2:1]([CH3:2])[O:3][C:4](=[O:5])[c:6]1[c:7](=[O:17])[c:8]2[c:9]([nH:10][n:11]1)[CH2:12][CH2:13][CH2:14][CH2:15][CH2:16]2.[Cl:35][CH2:36][Cl:37].[c:24]1([CH3:25])[cH:26][cH:27][c:28]([S:29](=[O:30])(=[O:31])[Cl:33])[cH:32][cH:34]1.[cH:18]1[cH:19][cH:20][n:21][cH:22][cH:23]1>>[CH2:1]([CH3:2])[O:3][C:4](=[O:5])[c:6]1[c:7]([Cl:33])[c:8]2[c:9]([n:10][n:11]1)[CH2:12][CH2:13][CH2:14][CH2:15][CH2:16]2. Starting materials: CC1(C)C(=O)N(CO)c2ccc(Br)cc21, CCOC(=O)N=NC(=O)OCC, C1CCOC1, CC#CC(CC(=O)OC)c1ccc(O)cc1, c1ccc(P(c2ccccc2)c2ccccc2)cc1. The product is CC#CC(CC(=O)OC)c1ccc(OCN2C(=O)C(C)(C)c3cc(Br)ccc32)cc1. RXN SMILES: [Br:1][c:2]1[cH:3][c:4]2[c:8]([cH:9][cH:10]1)[N:7]([CH2:11][OH:12])[C:6](=[O:13])[C:5]2([CH3:14])[CH3:15].[O:51]=[C:52]([O:53][CH2:54][CH3:55])[N:56]=[N:57][C:58]([O:59][CH2:60][CH3:61])=[O:62].[O:63]1[CH2:64][CH2:65][CH2:66][CH2:67]1.[OH:16][c:17]1[cH:18][cH:19][c:20]([CH:23]([CH2:24][C:25](=[O:26])[O:27][CH3:28])[C:29]#[C:30][CH3:31])[cH:21][cH:22]1.[c:32]1([P:33]([c:34]2[cH:35][cH:36][cH:37][cH:38][cH:39]2)[c:40]2[cH:41][cH:42][cH:43][cH:44][cH:45]2)[cH:46][cH:47][cH:48][cH:49][cH:50]1>>[Br:1][c:2]1[cH:3][c:4]2[c:8]([cH:9][cH:10]1)[N:7]([CH2:11][O:12][c:17]1[cH:18][cH:19][c:20]([CH:23]([CH2:24][C:25](=[O:26])[O:27][CH3:28])[C:29]#[C:30][CH3:31])[cH:21][cH:22]1)[C:6](=[O:13])[C:5]2([CH3:14])[CH3:15]. Reactants: N#Cc1ccc(NC(=O)C(O)(CSc2ccccc2)C(F)(F)F)cc1C(F)(F)F, CC1(C)C2CCC1(C)C(C(=O)Cl)C2, c1ccncc1. Product: CC1(C)C2CCC1(C)C(C(=O)OC(CSc1ccccc1)(C(=O)Nc1ccc(C#N)c(C(F)(F)F)c1)C(F)(F)F)C2. Reaction SMILES: [C:14](#[N:15])[c:16]1[c:17]([C:39]([F:40])([F:41])[F:42])[cH:18][c:19]([NH:20][C:21]([C:22]([CH2:23][S:24][c:25]2[cH:26][cH:27][cH:28][cH:29][cH:30]2)([C:31]([F:32])([F:33])[F:34])[OH:35])=[O:36])[cH:37][cH:38]1.[C:1]12([CH3:13])[CH:2]([C:10](=[O:11])[Cl:12])[CH2:3][CH:4]([CH2:5][CH2:6]1)[C:7]2([CH3:8])[CH3:9].[cH:43]1[cH:44][cH:45][n:46][cH:47][cH:48]1>>[C:1]12([CH3:13])[CH:2]([C:10](=[O:11])[O:35][C:22]([C:21]([NH:20][c:19]3[cH:18][c:17]([C:39]([F:40])([F:41])[F:42])[c:16]([C:14]#[N:15])[cH:38][cH:37]3)=[O:36])([CH2:23][S:24][c:25]3[cH:26][cH:27][cH:28][cH:29][cH:30]3)[C:31]([F:32])([F:33])[F:34])[CH2:3][CH:4]([CH2:5][CH2:6]1)[C:7]2([CH3:8])[CH3:9]. Starting materials: CC(=O)Nc1ccc(C(=O)O)c(C)c1, C1CCOC1. Product: CC(=O)Nc1ccc(CO)c(C)c1. RXN SMILES: [C:1]([CH3:2])(=[O:3])[NH:4][c:5]1[cH:6][c:7]([CH3:14])[c:8]([C:9](=[O:10])[OH:11])[cH:12][cH:13]1.[CH2:15]1[O:16][CH2:17][CH2:18][CH2:19]1>>[C:1]([CH3:2])(=[O:3])[NH:4][c:5]1[cH:6][c:7]([CH3:14])[c:8]([CH2:9][OH:10])[cH:12][cH:13]1. Starting materials: C(C)OC(C1=CC=C(C=C1)N)=O (4-amino-benzoic acid ethyl ester), N1=CC(=CC=C1)C=O (pyridine-3-carbaldehyde). The reagents and catalysts are C1(=CC=C(C=C1)S(=O)(=O)O)C (p-toluenesulfonic acid). Run in C1(=CC=CC=C1)C (toluene). Yields the product C(C)OC(C1=CC=C(C=C1)N=CC=1C=NC=CC1)=O (4-[(pyridin-3-ylmethylene)-amino]-benzoic acid ethyl ester). Isolated yield 100.3%. Reaction SMILES: [CH2:1]([O:3][C:4](=[O:12])[C:5]1[CH:10]=[CH:9][C:8]([NH2:11])=[CH:7][CH:6]=1)[CH3:2].[N:13]1[CH:18]=[CH:17][CH:16]=[C:15]([CH:19]=O)[CH:14]=1>C1(C)C=CC=CC=1.C1(C)C=CC(S(O)(=O)=O)=CC=1>[CH2:1]([O:3][C:4](=[O:12])[C:5]1[CH:10]=[CH:9][C:8]([N:11]=[CH:19][C:15]2[CH:14]=[N:13][CH:18]=[CH:17][CH:16]=2)=[CH:7][CH:6]=1)[CH3:2]. Procedure: A mixture of 4-amino-benzoic acid ethyl ester (33 g, 200 mmol), pyridine-3-carbaldehyde (24.0 g, 220 mmol) and p-toluenesulfonic acid (760 mg, 4 mmol) in toluene (600 mL) was heated to reflux for 12 h. Then the reaction mixture cooled to room temperature. The solvent was removed in vacuo and the residue was washed with ether to afford 4-[(pyridin-3-ylmethylene)-amino]-benzoic acid ethyl ester (51 g, quant.) as a light yellow solid: LC/MS m/e calcd for C15H14N2O2 (M+H)+: 255.29, observed: 255.4. The product is CS(=O)(=O)N1CCC(CC1)C1=CC(=C(O1)C1=CC=NC=C1)C=1C=C2CCC(C2=CC1)=NO (5-[5-(1-Methanesulfonyl-piperidin-4-yl)-2-pyridin-4-yl-furan-3-yl]-indan-1-one oxime). Procedure: The product of Example 31, Step 3 (3.0 g, 5.5 mmol) was added to a stirred suspension of phosphorus pentoxide (8 g) in dry methane sulphonic acid (50 ml). After stirring at room temperature for 4 hours the reaction mixture was cautiously poured into a stirred solution of ice cold 50% aqueous sodium hydroxide (final pH 10). The mixture was extracted with chloroform, washed with water and brine, dried and concentrated in vacuo and the residue purified by silica gel chromatography to give the title... Reactants: C(C1=CC=CC=C1)OC(=O)N1CCC(CC1)C(CC(C(C1=CC=NC=C1)=O)C=1C=C2CCC(C2=CC1)=NOC)=O (4-[3-(1-Methoxyimino-indan-5-yl)-4oxo-4-pyridin-4-yl-butanoyl]-piperidine-1-carboxylic acid benzyl ester), O=P12OP3(=O)OP(=O)(O1)OP(=O)(O2)O3 (phosphorus pentoxide), CS(=O)(=O)O (methane sulphonic acid), ice. Reaction conditions: time 4 hour. RXN SMILES: C(OC([N:11]1[CH2:16][CH2:15][CH:14]([C:17](=[O:40])[CH2:18][CH:19]([C:28]2[CH:29]=[C:30]3[C:34](=[CH:35][CH:36]=2)[C:33](=[N:37][O:38]C)[CH2:32][CH2:31]3)[C:20](=O)[C:21]2[CH:26]=[CH:25][N:24]=[CH:23][CH:22]=2)[CH2:13][CH2:12]1)=O)C1C=CC=CC=1.O=P12OP3(OP(OP(O3)(O1)=O)(=O)O2)=O.[CH3:55][S:56](O)(=[O:58])=[O:57]>>[CH3:55][S:56]([N:11]1[CH2:12][CH2:13][CH:14]([C:17]2[O:40][C:20]([C:21]3[CH:22]=[CH:23][N:24]=[CH:25][CH:26]=3)=[C:19]([C:28]3[CH:29]=[C:30]4[C:34](=[CH:35][CH:36]=3)[C:33](=[N:37][OH:38])[CH2:32][CH2:31]4)[CH:18]=2)[CH2:15][CH2:16]1)(=[O:58])=[O:57]. Yield: 50.0%. Solvent: C(C)#N (acetonitrile), O=P(Cl)(Cl)Cl (POCl3). Procedure details: 4-Trifluoromethylphenyl isothiocyanate (200 mg, 1 mmol) was added to a mixture of 4-(2-(5-(trifluoromethyl)-1H-imidazol-2-yl)pyridin-4-yloxy)-N1-methylbenzene-1,2-diamine (350 mg, 1 mmol) in 3 mL of acetonitrile. After stirring for 20 min at ambient temperature, HPLC analysis showed complete conversion. A mixture of thiourea (553 mg, 1 mmol) in POCl3 (3 mL) was stirred at ambient temperature. After 4 h, the mixture was heated to approximately 50° C. After heating for 2 h, HPLC analysis indicated... Product: CN1C(=NC2=C1C=CC(=C2)OC2=CC(=NC=C2)C=2NC(=CN2)C(F)(F)F)NC2=CC=C(C=C2)C(F)(F)F ({1-Methyl-5-[2-(5-trifluoromethyl-1H-imidazol-2-yl)-pyridin-4-yloxy]-1H-benzo-imidazol-2-yl}-(4-trifluoromethyl-phenyl)-amine). RXN SMILES: [F:1][C:2]([F:13])([F:12])[C:3]1[CH:8]=[CH:7][C:6]([N:9]=[C:10]=S)=[CH:5][CH:4]=1.[F:14][C:15]([F:38])([F:37])[C:16]1[NH:20][C:19]([C:21]2[CH:26]=[C:25]([O:27][C:28]3[CH:29]=[C:30]([NH2:36])[C:31]([NH:34][CH3:35])=[CH:32][CH:33]=3)[CH:24]=[CH:23][N:22]=2)=[N:18][CH:17]=1.NC(N)=S>C(#N)C.O=P(Cl)(Cl)Cl>[CH3:35][N:34]1[C:31]2[CH:32]=[CH:33][C:28]([O:27][C:25]3[CH:24]=[CH:23][N:22]=[C:21]([C:19]4[NH:20][C:16]([C:15]([F:37])([F:14])[F:38])=[CH:17][N:18]=4)[CH:26]=3)=[CH:29][C:30]=2[N:36]=[C:10]1[NH:9][C:6]1[CH:7]=[CH:8][C:3]([C:2]([F:13])([F:12])[F:1])=[CH:4][CH:5]=1. Starting materials: FC(C1=CC=C(C=C1)N=C=S)(F)F (4-Trifluoromethylphenyl isothiocyanate), FC(C1=CN=C(N1)C1=NC=CC(=C1)OC=1C=C(C(=CC1)NC)N)(F)F (4-(2-(5-(trifluoromethyl)-1H-imidazol-2-yl)pyridin-4-yloxy)-N1-methylbenzene-1,2-diamine), NC(=S)N (thiourea). Conditions: time 20 minute. Reactants: C(C)(C)(C)C1=CC(=C(C=N1)C=1N([C@]([C@](N1)(C)C1=CC=C(C=C1)Cl)(C)C1=CC=C(C=C1)Cl)C(=O)Cl)OCC ((4S,5R)-2-(6-tert-butyl-4-ethoxy-pyridin-3-yl)-4,5-bis-(4-chloro-phenyl)-4,5-dimethyl-4,5-dihydro-imidazole-1-carbonyl chloride), COCCCN1CCNCC1 (1-(3-methoxy-propyl)-piperazine). Yields the product C(C)(C)(C)C1=CC(=C(C=N1)C=1N([C@]([C@](N1)(C)C1=CC=C(C=C1)Cl)(C)C1=CC=C(C=C1)Cl)C(=O)N1CCN(CC1)CCCOC)OCC ([(4S,5R)-2-(6-tert-Butyl-4-ethoxy-pyridin-3-yl)-4,5-bis-(4-chloro-phenyl)-4,5-dimethyl-4,5-dihydro-imidazol-1-yl]-[4-(3-methoxy-propyl)-piperazin-1-yl]-methanone). RXN SMILES: [C:1]([C:5]1[N:10]=[CH:9][C:8]([C:11]2[N:12]([C:32](Cl)=[O:33])[C@@:13]([C:25]3[CH:30]=[CH:29][C:28]([Cl:31])=[CH:27][CH:26]=3)([CH3:24])[C@@:14]([C:17]3[CH:22]=[CH:21][C:20]([Cl:23])=[CH:19][CH:18]=3)([CH3:16])[N:15]=2)=[C:7]([O:35][CH2:36][CH3:37])[CH:6]=1)([CH3:4])([CH3:3])[CH3:2].[CH3:38][O:39][CH2:40][CH2:41][CH2:42][N:43]1[CH2:48][CH2:47][NH:46][CH2:45][CH2:44]1>>[C:1]([C:5]1[N:10]=[CH:9][C:8]([C:11]2[N:12]([C:32]([N:46]3[CH2:45][CH2:44][N:43]([CH2:42][CH2:41][CH2:40][O:39][CH3:38])[CH2:48][CH2:47]3)=[O:33])[C@@:13]([C:25]3[CH:26]=[CH:27][C:28]([Cl:31])=[CH:29][CH:30]=3)([CH3:24])[C@@:14]([C:17]3[CH:18]=[CH:19][C:20]([Cl:23])=[CH:21][CH:22]=3)([CH3:16])[N:15]=2)=[C:7]([O:35][CH2:36][CH3:37])[CH:6]=1)([CH3:2])([CH3:3])[CH3:4]. Procedure details: In a manner analogous to the method described in examples 8, (4S,5R)-2-(6-tert-butyl-4-ethoxy-pyridin-3-yl)-4,5-bis-(4-chloro-phenyl)-4,5-dimethyl-4,5-dihydro-imidazole-1-carbonyl chloride (example 51) was coupled with 1-(3-methoxy-propyl)-piperazine (Oakwood) to give the title compound. HR-MS (ES, m/z) calculated for C37H48Cl2N5O3 [(M+H)+] 680.3129, observed 680.3133.